This data is from the Open Reaction Database (ORD), a public repository of structured organic reaction records. The task is: describe an organic reaction: reactants, conditions, products, and yield Reactants: BrC=1C(=CC(=NC1)N)Cl (5-Bromo-4-chloropyridin-2-amine), S(O)(O)(=O)=O (sulfuric acid), N(=O)[O-].[Na+] (sodium nitrite), O (water). Conditions: time 3 hour. Yields the product BrC=1C(=CC(=NC1)O)Cl (5-bromo-4-chloropyridin-2-ol). Isolated yield 96.0%. RXN SMILES: [Br:1][C:2]1[C:3]([Cl:9])=[CH:4][C:5](N)=[N:6][CH:7]=1.S(=O)(=O)(O)[OH:11].N([O-])=O.[Na+].O>>[Br:1][C:2]1[C:3]([Cl:9])=[CH:4][C:5]([OH:11])=[N:6][CH:7]=1 |f:2.3|. Reported procedure: 5-Bromo-4-chloropyridin-2-amine (2.01 g, 9.69 mmol) was dissolved in 75% (v/v) sulfuric acid (40.2 mL, 566 mmol) and then chilled in an ice bath. A solution of sodium nitrite (2.21 g, 32.0 mmol) in water (20.1 mL, 1116 mmol) was added drop-wise and the reaction mixture was then stirred for 3 hours. The mixture was concentrated under reduced pressure and aqueous ammonia (15 mL) was added drop-wise. The resulting white precipitate was collected via vacuum filtration and the filter cake washed with... The reactants are [Br-], CN(C)c1ccc(C=O)cc1, CC(=O)O, CCc1n(CC(=O)c2ccc(Cl)cc2)cc[n+]1N. Yields the product [Br-], CCc1n(CC(=O)c2ccc(Cl)cc2)cc[n+]1N=Cc1ccc(N(C)C)cc1. Reaction SMILES: [Br-:1].[CH3:20][N:21]([c:22]1[cH:23][cH:24][c:25]([CH:26]=[O:27])[cH:28][cH:29]1)[CH3:30].[CH3:31][C:32](=[O:33])[OH:34].[NH2:2][n+:3]1[c:4]([CH2:18][CH3:19])[n:5]([CH2:8][C:9](=[O:10])[c:11]2[cH:12][cH:13][c:14]([Cl:17])[cH:15][cH:16]2)[cH:6][cH:7]1>>[Br-:1].[N:2]([n+:3]1[c:4]([CH2:18][CH3:19])[n:5]([CH2:8][C:9](=[O:10])[c:11]2[cH:12][cH:13][c:14]([Cl:17])[cH:15][cH:16]2)[cH:6][cH:7]1)=[CH:26][c:25]1[cH:24][cH:23][c:22]([N:21]([CH3:20])[CH3:30])[cH:29][cH:28]1.